This data is from the Open Reaction Database (ORD), a public repository of structured organic reaction records. The task is: describe an organic reaction: reactants, conditions, products, and yield Starting materials: COC1=C(C=C(C=C1)OC)C(C#CC(=O)OC)O (methyl 4-(2,5-dimethoxyphenyl)-4-hydroxy-2-butynoate). The reagents and catalysts are [O-2].[O-2].[Mn+4] (manganese dioxide). Solvent: C(Cl)Cl (methylene chloride), C(Cl)Cl (methylene chloride). Reaction conditions: time 1 hour. Yields the product COC1=C(C(=O)C#CC(=O)OC)C=C(C=C1)OC (methyl 3-(2,5-dimethoxybenzoyl)propiolate). RXN SMILES: [CH3:1][O:2][C:3]1[CH:8]=[CH:7][C:6]([O:9][CH3:10])=[CH:5][C:4]=1[CH:11]([OH:18])[C:12]#[C:13][C:14]([O:16][CH3:17])=[O:15]>C(Cl)Cl.[O-2].[O-2].[Mn+4]>[CH3:1][O:2][C:3]1[CH:8]=[CH:7][C:6]([O:9][CH3:10])=[CH:5][C:4]=1[C:11]([C:12]#[C:13][C:14]([O:16][CH3:17])=[O:15])=[O:18] |f:2.3.4|. Procedure details: A solution of 13.8 g (55 mm ol) of methyl 4-(2,5-dimethoxyphenyl)-4-hydroxy-2-butynoate in 80 ml of methylene chloride is added dropwise at 0° to a suspension of 139 g (1.6 mol) of manganese dioxide in 350 ml of methylene chloride The reaction mixture was stirred at 0° for 1 hour, filtered over magnesium sulphate and concentrated. Crystallization of the residue from methylene chloride/ether yielded methyl 3-(2,5-dimethoxybenzoyl)propiolate of melting point 70°-71°. Starting materials: CC1=NCCC2=CC(=C(C=C12)OC)OC (1-methyl-6,7-dimethoxy-3,4-dihydroisoquinoline), CI (methyl iodide). Run in CC(=O)C (acetone). Run at time 16 hour. Product: [I-].C[N+]1=C(C2=CC(=C(C=C2CC1)OC)OC)C (N-Methyl-1-methyl-6,7-dimethoxy-3,4-dihydroisoquinolinium iodide). Yield: 95.0%. RXN SMILES: [CH3:1][C:2]1[C:11]2[C:6](=[CH:7][C:8]([O:14][CH3:15])=[C:9]([O:12][CH3:13])[CH:10]=2)[CH2:5][CH2:4][N:3]=1.[CH3:16][I:17]>CC(C)=O>[I-:17].[CH3:16][N+:3]1[CH2:4][CH2:5][C:6]2[C:11](=[CH:10][C:9]([O:12][CH3:13])=[C:8]([O:14][CH3:15])[CH:7]=2)[C:2]=1[CH3:1] |f:3.4|. Procedure: To a stirred solution of 1-methyl-6,7-dimethoxy-3,4-dihydroisoquinoline in acetone was added methyl iodide and the reaction mixture was stirred at room temperature for 16 hours. A bright yellow precipitate formed. The by-products and methyl iodide were removed in vacuo to afford the desired compound in 95% yield. Starting materials: C(CO)O (ethylene glycol), O.O.O.O.C(C)(=O)[O-].[Mg+2].C(C)(=O)[O-] (magnesium acetate tetrahydrate), O=[Sb]O[Sb]=O (antimony trioxide), C(C)(C)(C)C=1C=C(C=C(C1O)C(C)(C)C)OC (3,5-di-tert.-butyl-4-hydroxy anisole). The reagents and catalysts are O.O.O.O.C(C)(=O)[O-].[Co+2].C(C)(=O)[O-] (cobalt acetate tetrahydrate). The product is C(C1=CC=C(C(=O)OC)C=C1)(=O)OC (dimethyl terephthalate), dimethyl 6,6'-(isophthaloyl-dioxy)-di-2,2'-naphthoate. As a reaction SMILES: C(O)[CH2:2][OH:3].O.O.O.O.[C:9]([O-:12])(=[O:11])[CH3:10].[Mg+2].[C:14]([O-])(=O)C.O=[Sb]O[Sb]=O.C(C1C=[C:29](OC)[CH:30]=[C:31]([C:34]([CH3:37])(C)C)[C:32]=1[OH:33])(C)(C)C>O.O.O.O.C([O-])(=O)C.[Co+2].C([O-])(=O)C>[C:32]([O:3][CH3:2])(=[O:33])[C:31]1[CH:30]=[CH:29][C:10]([C:9]([O:12][CH3:14])=[O:11])=[CH:37][CH:34]=1 |f:1.2.3.4.5.6.7,10.11.12.13.14.15.16|. Reported procedure: 93.1 g(0.48 mol) of dimethyl terephthalate, 10.68 g(0.02 mol) of dimethyl 6,6'-(isophthaloyl-dioxy)-di-2,2'-naphthoate, 68.2 g(1.1 mol) of ethylene glycol were polymerized in the presence of 87 mg of magnesium acetate tetrahydrate and 34 mg of cobalt acetate tetrahydrate. At the temperature of 250° C., 45 mg of antimony trioxide and 300 mg of 3,5-di-tert.-butyl-4-hydroxy anisole were added. The resulting polymer had an intrinsic viscosity of 0.55 dl/g, a Tg of 81° C. and a Tm of 232° C.